Dataset: the Open Reaction Database (ORD), a public repository of structured organic reaction records. Task: describe an organic reaction: reactants, conditions, products, and yield Reactants: FC1=CC=C(OCC2CN(CCC2)C(=O)OC(C)(C)C)C=C1 (tert-Butyl 3-[(4-fluorophenoxy)methyl]piperidine-1-carboxylate), Cl (HCl). Solvent: ClCCl (dichloromethane), O1CCOCC1 (dioxane). Conditions: time 1 hour. Product: Cl.FC1=CC=C(OCC2CNCCC2)C=C1 (3-[(4-Fluorophenoxy)methyl]piperidine hydrochloride). Reaction SMILES: [F:1][C:2]1[CH:22]=[CH:21][C:5]([O:6][CH2:7][CH:8]2[CH2:13][CH2:12][CH2:11][N:10](C(OC(C)(C)C)=O)[CH2:9]2)=[CH:4][CH:3]=1.[ClH:23]>ClCCl.O1CCOCC1>[ClH:23].[F:1][C:2]1[CH:3]=[CH:4][C:5]([O:6][CH2:7][CH:8]2[CH2:13][CH2:12][CH2:11][NH:10][CH2:9]2)=[CH:21][CH:22]=1 |f:4.5|. Procedure details: To a cooled solution of tert-butyl 3-[(4-fluorophenoxy)methyl]piperidine-1-carboxylate (300 mg, 1.03 mmol; which may be prepared as described in Step 1) in dichloromethane (6.8 mL) was added dropwise HCl 4N in dioxane (5.0 mL). The solution was warmed to room temperature and stirred for 1 h. The solvent was evaporated under reduced pressure to give the title compound (267 mg, quantitative) as a white solid. Reactants: ClC1=NC=C(C(=N1)C1=CNC2=CC=CC=C12)Cl (3-(2,5-dichloro-pyrimidin-4-yl)-1H-indole), ClC1=NC=C(C(=N1)C1=CNC2=CC=CC=C12)Cl (3-(2,5-dichloro-pyrimidin-4-yl)-1H-indole), FC1=CC(=C(N)C=C1[N+](=O)[O-])OC (4-fluoro-2-methoxy-5-nitroaniline), FC1=CC(=C(N)C=C1[N+](=O)[O-])OC (4-fluoro-2-methoxy-5-nitroaniline), O.C1(=CC=C(C=C1)S(=O)(=O)O)C (p-toluenesulfonic acid monohydrate). Run in CC(CCC)O (2-pentanol). Reaction conditions: temperature 125 celsius. Product: ClC=1C(=NC(=NC1)NC1=C(C=C(C(=C1)[N+](=O)[O-])F)OC)C1=CNC2=CC=CC=C12 (5-Chloro-N-(4-fluoro-2-methoxy-5-nitrophenyl)-4-(1H-indol-3-yl)-pyrimidin-2-amine). Reaction SMILES: Cl[C:2]1[N:7]=[C:6]([C:8]2[C:16]3[C:11](=[CH:12][CH:13]=[CH:14][CH:15]=3)[NH:10][CH:9]=2)[C:5]([Cl:17])=[CH:4][N:3]=1.[F:18][C:19]1[C:25]([N+:26]([O-:28])=[O:27])=[CH:24][C:22]([NH2:23])=[C:21]([O:29][CH3:30])[CH:20]=1.O.C1(C)C=CC(S(O)(=O)=O)=CC=1>CC(O)CCC>[Cl:17][C:5]1[C:6]([C:8]2[C:16]3[C:11](=[CH:12][CH:13]=[CH:14][CH:15]=3)[NH:10][CH:9]=2)=[N:7][C:2]([NH:23][C:22]2[CH:24]=[C:25]([N+:26]([O-:28])=[O:27])[C:19]([F:18])=[CH:20][C:21]=2[O:29][CH3:30])=[N:3][CH:4]=1 |f:2.3|. Procedure details: A mixture of 3-(2,5-dichloropyrimidin-4-yl)-1H-indole (Intermediate 11, 391 mg, 1.48 mmol), 4-fluoro-2-methoxy-5-nitroaniline (Intermediate 23, 289 mg, 1.55 mmol) and p-toluenesulfonic acid monohydrate (310 mg, 1.63 mmol) in 2-pentanol (25 mL) was heated at 125° C. for 18 h. The mixture was cooled and used in the next step without further purification; m/z: ES+ MH+ 414.12. Starting materials: [H-], [H][H], CI, [Na+], CN(C)C=O, O, CC(O)c1cccc(-c2cc(C(F)(F)F)cc3ncn(-c4ccccc4)c23)c1. Product: COC(C)c1cccc(-c2cc(C(F)(F)F)cc3ncn(-c4ccccc4)c23)c1. RXN SMILES: [H-:29].[H:31][H:32].[I:33][CH3:34].[Na+:30].[O:35]=[CH:36][N:37]([CH3:38])[CH3:39].[OH2:40].[OH:1][CH:2]([CH3:3])[c:4]1[cH:5][c:6](-[c:10]2[cH:11][c:12]([C:25]([F:26])([F:27])[F:28])[cH:13][c:14]3[c:15]2[n:16](-[c:19]2[cH:20][cH:21][cH:22][cH:23][cH:24]2)[cH:17][n:18]3)[cH:7][cH:8][cH:9]1>>[O:1]([CH:2]([CH3:3])[c:4]1[cH:5][c:6](-[c:10]2[cH:11][c:12]([C:25]([F:26])([F:27])[F:28])[cH:13][c:14]3[c:15]2[n:16](-[c:19]2[cH:20][cH:21][cH:22][cH:23][cH:24]2)[cH:17][n:18]3)[cH:7][cH:8][cH:9]1)[CH3:34].